Dataset: the Open Reaction Database (ORD), a public repository of structured organic reaction records. Task: describe an organic reaction: reactants, conditions, products, and yield The reactants are CN(C)c1ccncc1, COc1ccc(Nc2nc(-c3ccccc3)cc(N3CCC(O)CC3)n2)cc1Cl, CC(Cl)Cl, O=C1CCC(=O)O1. RXN SMILES: [CH3:37][N:38]([c:39]1[cH:40][cH:41][n:42][cH:43][cH:44]1)[CH3:45].[Cl:1][c:2]1[cH:3][c:4]([NH:10][c:11]2[n:12][c:13](-[c:24]3[cH:25][cH:26][cH:27][cH:28][cH:29]3)[cH:14][c:15]([N:17]3[CH2:18][CH2:19][CH:20]([OH:23])[CH2:21][CH2:22]3)[n:16]2)[cH:5][cH:6][c:7]1[O:8][CH3:9].[Cl:46][CH:47]([Cl:48])[CH3:49].[O:30]=[C:31]1[CH2:32][CH2:33][C:34](=[O:35])[O:36]1>>[Cl:1][c:2]1[cH:3][c:4]([NH:10][c:11]2[n:12][c:13](-[c:24]3[cH:25][cH:26][cH:27][cH:28][cH:29]3)[cH:14][c:15]([N:17]3[CH2:18][CH2:19][CH:20]([O:23][C:34]([CH2:33][CH2:32][C:31](=[O:30])[OH:36])=[O:35])[CH2:21][CH2:22]3)[n:16]2)[cH:5][cH:6][c:7]1[O:8][CH3:9]. Yields the product COc1ccc(Nc2nc(-c3ccccc3)cc(N3CCC(OC(=O)CCC(=O)O)CC3)n2)cc1Cl. Starting materials: C(C)(C)(C)OC(=O)C1=C(C=CC=C1)C1=CC=C(C=C1)CN1C(=NC(=C1C=O)C)CCC (1-[(2'-tert-butoxycarbonylbiphenyl-4-yl)methyl]-4-methyl-2-propylimidazole-5-carboxaldehyde), [BH4-].[Na+] (sodium borohydride), [OH-].[Na+] (sodium hydroxide). Run in CO (methanol), O1CCCC1 (tetrahydrofuran). Reaction conditions: temperature 25 celsius, time 1.5 hour. Yields the product C(C)(C)(C)OC(=O)C1=C(C=CC=C1)C1=CC=C(C=C1)CN1C(=NC(=C1CO)C)CCC (1-[(2'-tert-butoxycarbonylbiphenyl-4-yl)methyl]-5-hydroxymethyl-4-methyl-2-propylimidazole). Isolated yield 96.3%. RXN SMILES: [C:1]([O:5][C:6]([C:8]1[CH:13]=[CH:12][CH:11]=[CH:10][C:9]=1[C:14]1[CH:19]=[CH:18][C:17]([CH2:20][N:21]2[C:25]([CH:26]=[O:27])=[C:24]([CH3:28])[N:23]=[C:22]2[CH2:29][CH2:30][CH3:31])=[CH:16][CH:15]=1)=[O:7])([CH3:4])([CH3:3])[CH3:2].[BH4-].[Na+].[OH-].[Na+]>CO.O1CCCC1>[C:1]([O:5][C:6]([C:8]1[CH:13]=[CH:12][CH:11]=[CH:10][C:9]=1[C:14]1[CH:19]=[CH:18][C:17]([CH2:20][N:21]2[C:25]([CH2:26][OH:27])=[C:24]([CH3:28])[N:23]=[C:22]2[CH2:29][CH2:30][CH3:31])=[CH:16][CH:15]=1)=[O:7])([CH3:4])([CH3:3])[CH3:2] |f:1.2,3.4|. Reported procedure: To a solution of 3.43 g of 1-[(2'-tert-butoxycarbonylbiphenyl-4-yl)methyl]-4-methyl-2-propylimidazole-5-carboxaldehyde (from Example 320, Part D) in 22 mL of methanol and 22 mL of tetrahydrofuran at 25° C. was added in several portions, 3.09 g of sodium borohydride. The reaction mixture was stirred at 25° C. for 1.5 hours and then was poured into dilute aqueous sodium hydroxide solution. After stirring for 0.2 hour at 25° C. this solution was extracted with chloroform. The combined organic phase... Starting materials: NC1=CC=C2C(=NNC2=C1)C1=CC=C(C=C1)N (6-amino-3-(4-aminophenyl)-1H-indazole), OC1CCN(CC1)C1=CC=C(C(=O)O)C=C1 (4-(4-hydroxypiperidin-1-yl)benzoic acid). Yields the product NC1=CC=C(C=C1)C1=NNC2=CC(=CC=C12)NC(C1=CC=C(C=C1)N1CCC(CC1)O)=O (N-(3-(4-Aminophenyl)-1H-indazol-6-yl)-4-(4-hydroxypiperidin-1-yl)benzamide). RXN SMILES: [NH2:1][C:2]1[CH:10]=[C:9]2[C:5]([C:6]([C:11]3[CH:16]=[CH:15][C:14]([NH2:17])=[CH:13][CH:12]=3)=[N:7][NH:8]2)=[CH:4][CH:3]=1.[OH:18][CH:19]1[CH2:24][CH2:23][N:22]([C:25]2[CH:33]=[CH:32][C:28]([C:29](O)=[O:30])=[CH:27][CH:26]=2)[CH2:21][CH2:20]1>>[NH2:17][C:14]1[CH:15]=[CH:16][C:11]([C:6]2[C:5]3[C:9](=[CH:10][C:2]([NH:1][C:29](=[O:30])[C:28]4[CH:27]=[CH:26][C:25]([N:22]5[CH2:23][CH2:24][CH:19]([OH:18])[CH2:20][CH2:21]5)=[CH:33][CH:32]=4)=[CH:3][CH:4]=3)[NH:8][N:7]=2)=[CH:12][CH:13]=1. Procedure details: Compound 976 was prepared according to the procedure described in Scheme IV from 6-amino-3-(4-aminophenyl)-1H-indazole, and 4-(4-hydroxypiperidin-1-yl)benzoic acid. [M+H]+ calcd for C25H25N5O2: 428.20; found 428.07. The reactants are O=C1OC[C@@H](N1)C(=O)O ((4R)-2-oxooxazolidine-4-carboxylic acid), [N+](=O)(O)[O-].[N+](=O)([O-])OCCN (N-(2-nitrooxyethyl)amine nitrate). Yields the product [N+](=O)([O-])OCCNC(=O)[C@@H]1NC(OC1)=O ((4R)-N-(2-Nitrooxyethyl)-2-oxooxazolidine-4-carboxamide). The yield is 41.6%. Reaction SMILES: [O:1]=[C:2]1[NH:6][C@@H:5]([C:7]([OH:9])=O)[CH2:4][O:3]1.[N+]([O-])(O)=O.[N+:14]([O:17][CH2:18][CH2:19][NH2:20])([O-:16])=[O:15]>>[N+:14]([O:17][CH2:18][CH2:19][NH:20][C:7]([C@H:5]1[CH2:4][O:3][C:2](=[O:1])[NH:6]1)=[O:9])([O-:16])=[O:15] |f:1.2|. Reported procedure: Following a procedure similar to that described in Example 1, but using 0.23 g of (4R)-2-oxooxazolidine-4-carboxylic acid and 0.36 g of N-(2-nitrooxyethyl)amine nitrate, 0.16 g of the title compound was obtained as colorless needles, melting at 110°-112° C. Starting materials: CO, CC(=O)Cl, CCOC(C)=O, CC(C)(C)OC(=O)NC1CSSCC(C(=O)OC(C)(C)C)NC(=O)C2(CCCC2)CCNC1=O. Product: CC(C)(C)OC(=O)C1CSSCC(N)C(=O)NCCC2(CCCC2)C(=O)N1. Reaction SMILES: [CH3:1][OH:2].[CH3:3][C:4](=[O:5])[Cl:6].[CH3:41][CH2:42][O:43][C:44](=[O:45])[CH3:46].[CH3:7][C:8]([CH3:9])([CH3:10])[O:11][C:12](=[O:13])[CH:14]1[NH:15][C:16](=[O:40])[C:17]2([CH2:18][CH2:19][CH2:20][CH2:21]2)[CH2:22][CH2:23][NH:24][C:25](=[O:39])[CH:26]([NH:31][C:32]([O:33][C:34]([CH3:35])([CH3:36])[CH3:37])=[O:38])[CH2:27][S:28][S:29][CH2:30]1>>[CH3:7][C:8]([CH3:9])([CH3:10])[O:11][C:12](=[O:13])[CH:14]1[NH:15][C:16](=[O:40])[C:17]2([CH2:18][CH2:19][CH2:20][CH2:21]2)[CH2:22][CH2:23][NH:24][C:25](=[O:39])[CH:26]([NH2:31])[CH2:27][S:28][S:29][CH2:30]1. The reactants are ClC1=CC=C(C(=C1CN([C@@H](CC(C)(C)C)CN(C)C)CC=1C=C(CN2S(CCC2C(=O)O)(=O)=O)C=CC1)F)OC (2-(3-{[(6-chloro-2-fluoro-3-methoxy-benzyl)-((S)-1dimethylaminomethyl-3,3-dimethyl-butyl)-amino]-methyl}-benzyl)-1,1-dioxo-1λ6-isothiazolidine-3-carboxylic acid), ClC1=CC=C(C(=C1CN([C@@H](CC(C)(C)C)CN(C)C)CC=1C=C(CN2S(CCC2C(=O)O)(=O)=O)C=CC1)F)OC (2-(3-{[(6-chloro-2-fluoro-3-methoxy-benzyl)-((S)-1dimethylaminomethyl-3,3-dimethyl-butyl)-amino]-methyl}-benzyl)-1,1-dioxo-1λ6-isothiazolidine-3-carboxylic acid), C12(CC3CC(CC(C1)C3)C2)N (1-adamantanamine). Product: C12(CC3CC(CC(C1)C3)C2)NC(=O)[C@@H]2N(S(CC2)(=O)=O)CC2=CC(=CC=C2)CN([C@@H](CC(C)(C)C)CN(C)C)CC2=C(C(=CC=C2Cl)OC)F ((R)-2-(3-{[(6-Chloro-2-fluoro-3-methoxy-benzyl)-((S)-1-dimethylaminomethyl-3,3-dimethyl-butyl)-amino]-methyl}-benzyl)-1,1-dioxo-1λ6-isothiazolidine-3-carboxylic acid adamantan-1-ylamide). The yield is 61.8%. As a reaction SMILES: [Cl:1][C:2]1[C:7]([CH2:8][N:9]([CH2:20][C:21]2[CH:22]=[C:23]([CH:35]=[CH:36][CH:37]=2)[CH2:24][N:25]2[CH:29]([C:30](O)=[O:31])[CH2:28][CH2:27][S:26]2(=[O:34])=[O:33])[C@H:10]([CH2:16][N:17]([CH3:19])[CH3:18])[CH2:11][C:12]([CH3:15])([CH3:14])[CH3:13])=[C:6]([F:38])[C:5]([O:39][CH3:40])=[CH:4][CH:3]=1.[C:41]12([NH2:51])[CH2:50][CH:45]3[CH2:46][CH:47]([CH2:49][CH:43]([CH2:44]3)[CH2:42]1)[CH2:48]2>>[C:41]12([NH:51][C:30]([C@H:29]3[CH2:28][CH2:27][S:26](=[O:33])(=[O:34])[N:25]3[CH2:24][C:23]3[CH:35]=[CH:36][CH:37]=[C:21]([CH2:20][N:9]([CH2:8][C:7]4[C:2]([Cl:1])=[CH:3][CH:4]=[C:5]([O:39][CH3:40])[C:6]=4[F:38])[C@H:10]([CH2:16][N:17]([CH3:19])[CH3:18])[CH2:11][C:12]([CH3:14])([CH3:15])[CH3:13])[CH:22]=3)=[O:31])[CH2:48][CH:47]3[CH2:46][CH:45]([CH2:44][CH:43]([CH2:49]3)[CH2:42]1)[CH2:50]2. Procedure: (R)-2-(3-{[(6-Chloro-2-fluoro-3-methoxy-benzyl)-((S)-1 dimethylaminomethyl-3,3-dimethyl-butyl)-amino]-methyl}-benzyl)-1,1-dioxo-1λ6-isothiazolidine-3-carboxylic acid (Intermediate 7 (Epimer 2), 0.044 g, 0.073 mmol) was reacted with 1-adamantanamine (0.013 g, 0.089 mmol) to form (R)-2-(3-{[(6-Chloro-2-fluoro-3-methoxy-benzyl)-((S)-1-dimethylaminomethyl-3,3-dimethyl-butyl)-amino]-methyl}-benzyl)-1,1-dioxo-1λ6-isothiazolidine-3-carboxylic acid adamantan-1-ylamide (Epimer 2) (0.033 g, 61%). m/z=731 ... Starting materials: Cl (hydrogen chloride), [H][H] (hydrogen), C12C(CC(CC1)CC2)C(C)C2=C(C(=C(C=C2)C)C)C (1-(2-bicyclo [2.2.2] octyl)-1-(trimethylphenyl)-ethane), ice, ice, C12C(CC(CC1)CC2)C(C)C2(C(CCCC2)(C)C)C (1-(2-bicyclo [2.2.2] octyl)-1-(trimethylcyclohexyl)-ethane). Reagents/catalysts: [Ru] (ruthenium/carbon). Run in CC1CCCCC1 (methylcyclohexane). Run at time 30 minute. Yields the product CC1=C(C=C(C=C1)C)C (1,2,4-trimethylbenzene). As a reaction SMILES: Cl.[CH:2]12[CH2:9][CH2:8][CH:5]([CH2:6][CH2:7]1)[CH2:4][CH:3]2[CH:10](C1C=CC(C)=C(C)C=1C)C.[H][H].C12CCC(CC1)CC2C(C1(C)CCCCC1(C)C)C>[Ru].CC1CCCCC1>[CH3:9][C:2]1[CH:7]=[CH:6][C:5]([CH3:8])=[CH:4][C:3]=1[CH3:10]. Procedure details: In a 2 liter four neck flask equipped with a thermometer and a hydrogen chloride gas trap, 500 ml of 1,2,4-trimethylbenzene and 150 ml of titanium tetrachloride were placed and 150 ml of 2-(1-hydroxyethyl) bicyclo [2.2.2] octane obtained in (1) above was dropped therein over 30 minutes with stirring at room temperature. The so obtained mixture was maintained at 30° C. in an ice-cold water bath and further stirred for 30 minutes. After the evolution of hydrogen chloride gas was stopped, the conte... The reactants are N1=C(C=CC=C1)C1=C(C=CC=C1)CC(=O)O (2-(2-pyridyl)phenylacetic acid), N[C@@H]1CN(CC1)CCC1=CC=CC=C1 ((S)-3-amino-1-(2-phenylethyl)pyrrolidine). Product: C1(=CC=CC=C1)CCN1C[C@H](CC1)NC(CC1=C(C=CC=C1)C1=NC=CC=C1)=O ((S)-N-(1-(2-phenylethyl)pyrrolidin-3-yl)-2-(2-pyridyl)phenylacetamide). Reaction SMILES: [N:1]1[CH:6]=[CH:5][CH:4]=[CH:3][C:2]=1[C:7]1[CH:12]=[CH:11][CH:10]=[CH:9][C:8]=1[CH2:13][C:14]([OH:16])=O.[NH2:17][C@H:18]1[CH2:22][CH2:21][N:20]([CH2:23][CH2:24][C:25]2[CH:30]=[CH:29][CH:28]=[CH:27][CH:26]=2)[CH2:19]1>>[C:25]1([CH2:24][CH2:23][N:20]2[CH2:21][CH2:22][C@H:18]([NH:17][C:14](=[O:16])[CH2:13][C:8]3[CH:9]=[CH:10][CH:11]=[CH:12][C:7]=3[C:2]3[CH:3]=[CH:4][CH:5]=[CH:6][N:1]=3)[CH2:19]2)[CH:26]=[CH:27][CH:28]=[CH:29][CH:30]=1. Procedure details: 2-(2-pyridyl)phenylacetic acid and (S)-3-amino-1-(2-phenylethyl)pyrrolidine were reacted under the same conditions as in Example 23 to give (S)-N-(1-(2-phenylethyl)pyrrolidin-3-yl)-2-(2-pyridyl)phenylacetamide. The reactants are O1CCCC1 (tetrahydrofuran), ClC1=CC=C(C=C1)Cl (1,4-dichlorobenzene), BrC1=CC=CC=C1Br (1,6-dibromobenzene). The reagents and catalysts are [Li+].[Li+].[Cl-].[Cl-].[Cl-].[Cl-].[Cu+2] (dilithium tetrachlorocuprate). The solvent is C1(=CC=CC=C1)C (toluene), C1(=CC=CC=C1)C (toluene). The product is BrCCCCCCC1=CC=C(C=C1)Cl (1-(6-bromohexyl)-4chlorobenzene). The yield is 45.0%. As a reaction SMILES: O1CCCC1.Cl[C:7]1[CH:12]=[CH:11][C:10]([Cl:13])=[CH:9][CH:8]=1.[Br:14][C:15]1[C:20](Br)=[CH:19][CH:18]=[CH:17][CH:16]=1>C1(C)C=CC=CC=1.[Li+].[Li+].[Cl-].[Cl-].[Cl-].[Cl-].[Cu+2]>[Br:14][CH2:15][CH2:16][CH2:17][CH2:18][CH2:19][CH2:20][C:7]1[CH:12]=[CH:11][C:10]([Cl:13])=[CH:9][CH:8]=1 |f:4.5.6.7.8.9.10|. Reported procedure: In the same manner as described in Example 1, a Grignard solution in a mixture containing 450 ml of toluene and 40 ml of tetrahydrofuran was prepared from 58.8 g (0.4 Mol) of 1,4-dichlorobenzene. A solution of 146.4 g (0.6 Mol) of commercially available 1,6-dibromobenzene in 100 ml of toluene and a catalytic amount of dilithium tetrachlorocuprate were added to this solution. The full mixture was refluxed for 7 hours. The precipitate was then filtered off, the filtrate was acidified, and the phas...